The task is: describe an organic reaction: reactants, conditions, products, and yield. This data is from the Open Reaction Database (ORD), a public repository of structured organic reaction records. Starting materials: NC1=NC=C(C=C1)Cl (2-amino-5-chloropyridine), BrBr (bromine), [OH-].[Na+] (sodium hydroxide). The solvent is C(C)(=O)OCC (ethyl acetate), C(C)(=O)O (acetic acid). Conditions: time 30 minute. Product: NC1=NC=C(C=C1Br)Cl (2-Amino-3-bromo-5-chloropyridine). As a reaction SMILES: [NH2:1][C:2]1[CH:7]=[CH:6][C:5]([Cl:8])=[CH:4][N:3]=1.[Br:9]Br.[OH-].[Na+]>C(O)(=O)C.C(OCC)(=O)C>[NH2:1][C:2]1[C:7]([Br:9])=[CH:6][C:5]([Cl:8])=[CH:4][N:3]=1 |f:2.3|. Reported procedure: To a solution of 2-amino-5-chloropyridine (10 g) in acetic acid (75 mL) at r.t. was added bromine (2.6 mL) slowly. After 30 min, the acid was neutralized by the careful addition of sodium hydroxide (10N) at 0° C. The resulting orange precipitate was dissolved in ethyl acetate and washed successively with saturated potassium carbonate, saturated Na2S2O3 and brine, dried and concentrated. Flash chromatography (eluting with hexane/ethyl acetate, 3:1 v/v) of the residual solid provided the title com...